Dataset: the Open Reaction Database (ORD), a public repository of structured organic reaction records. Task: describe an organic reaction: reactants, conditions, products, and yield Starting materials: CN1CCN(c2ccc(Nc3ncc4ccc(Br)n4n3)cc2)CC1, CC(=O)[O-], CC(=O)[O-], C1COCCO1, COCc1ccc(B(O)O)cc1, CN(C)C=O, ClCCl, [Na+], [Na+], O=C([O-])[O-], O, [Pd+2], c1ccc(P(c2ccccc2)c2ccccc2)cc1. The product is COCc1ccc(-c2ccc3cnc(Nc4ccc(N5CCN(C)CC5)cc4)nn23)cc1. Reaction SMILES: [Br:1][c:2]1[cH:3][cH:4][c:5]2[cH:6][n:7][c:8]([NH:11][c:12]3[cH:13][cH:14][c:15]([N:18]4[CH2:19][CH2:20][N:21]([CH3:24])[CH2:22][CH2:23]4)[cH:16][cH:17]3)[n:9][n:10]12.[C:74]([O-:75])(=[O:76])[CH3:77].[C:79]([O-:80])(=[O:81])[CH3:82].[CH2:61]1[O:62][CH2:63][CH2:64][O:65][CH2:66]1.[CH3:25][O:26][CH2:27][c:28]1[cH:29][cH:30][c:31]([B:34]([OH:35])[OH:36])[cH:32][cH:33]1.[CH3:56][N:57]([CH3:58])[CH:59]=[O:60].[Cl:83][CH2:84][Cl:85].[Na+:67].[Na+:68].[O-:69][C:70](=[O:71])[O-:72].[OH2:73].[Pd+2:78].[c:37]1([P:38]([c:39]2[cH:40][cH:41][cH:42][cH:43][cH:44]2)[c:45]2[cH:46][cH:47][cH:48][cH:49][cH:50]2)[cH:51][cH:52][cH:53][cH:54][cH:55]1>>[c:2]1(-[c:31]2[cH:30][cH:29][c:28]([CH2:27][O:26][CH3:25])[cH:33][cH:32]2)[cH:3][cH:4][c:5]2[cH:6][n:7][c:8]([NH:11][c:12]3[cH:13][cH:14][c:15]([N:18]4[CH2:19][CH2:20][N:21]([CH3:24])[CH2:22][CH2:23]4)[cH:16][cH:17]3)[n:9][n:10]12. Reactants: BrC(Br)(Br)Br, CCCCCCCCCCCCCCCCCCO, ClCCl, c1ccc(P(c2ccccc2)c2ccccc2)cc1. Product: CCCCCCCCCCCCCCCCCCBr. As a reaction SMILES: [Br:39][C:40]([Br:41])([Br:42])[Br:43].[CH3:1][CH2:2][CH2:3][CH2:4][CH2:5][CH2:6][CH2:7][CH2:8][CH2:9][CH2:10][CH2:11][CH2:12][CH2:13][CH2:14][CH2:15][CH2:16][CH2:17][CH2:18][OH:19].[Cl:44][CH2:45][Cl:46].[c:20]1([P:21]([c:22]2[cH:23][cH:24][cH:25][cH:26][cH:27]2)[c:28]2[cH:29][cH:30][cH:31][cH:32][cH:33]2)[cH:34][cH:35][cH:36][cH:37][cH:38]1>>[CH3:1][CH2:2][CH2:3][CH2:4][CH2:5][CH2:6][CH2:7][CH2:8][CH2:9][CH2:10][CH2:11][CH2:12][CH2:13][CH2:14][CH2:15][CH2:16][CH2:17][CH2:18][Br:39]. Reactants: CCCCC=CC(=O)OC(C)(C)C, [Li]CCCC, C1CCOC1, CC(NCc1ccccc1)c1ccccc1. Yields the product CCCCC(CC(=O)OC(C)(C)C)N(Cc1ccccc1)C(C)c1ccccc1. RXN SMILES: [C:22]([CH:23]=[CH:24][CH2:25][CH2:26][CH2:27][CH3:28])(=[O:29])[O:30][C:31]([CH3:32])([CH3:33])[CH3:34].[CH2:1]([Li:2])[CH2:3][CH2:4][CH3:5].[CH2:35]1[O:36][CH2:37][CH2:38][CH2:39]1.[CH2:6]([c:7]1[cH:8][cH:9][cH:10][cH:11][cH:12]1)[NH:13][CH:14]([CH3:15])[c:16]1[cH:17][cH:18][cH:19][cH:20][cH:21]1>>[CH2:6]([c:7]1[cH:8][cH:9][cH:10][cH:11][cH:12]1)[N:13]([CH:14]([CH3:15])[c:16]1[cH:17][cH:18][cH:19][cH:20][cH:21]1)[CH:24]([CH2:23][C:22](=[O:29])[O:30][C:31]([CH3:32])([CH3:33])[CH3:34])[CH2:25][CH2:26][CH2:27][CH3:28]. Starting materials: N1=C(Cl)N=C(Cl)N=C1Cl (Cyanuric chloride), C(C)(C)(C)C1=CC=C(C=C1)[Li].C1CCOC1 (4-tert-butylphenyllithium THF). The solvent is O1CCCC1 (tetrahydrofuran). Run at temperature -70 celsius, time 4 hour. Yields the product C(C)(C)(C)C1=CC=C(C=C1)C1=NC(=NC(=N1)C1=CC=C(C=C1)C(C)(C)C)Cl (2,4-di(4′-tert-butylphenyl)-6-chloro-1,3,5-triazine). As a reaction SMILES: [N:1]1[C:8]([Cl:9])=[N:7][C:5](Cl)=[N:4][C:2]=1Cl.[C:10]([C:14]1[CH:19]=[CH:18][C:17]([Li])=[CH:16][CH:15]=1)([CH3:13])([CH3:12])[CH3:11].[CH2:21]1[CH2:25]O[CH2:23][CH2:22]1>O1CCCC1>[C:10]([C:14]1[CH:19]=[CH:18][C:17]([C:2]2[N:4]=[C:5]([C:21]3[CH:25]=[CH:15][C:14]([C:10]([CH3:13])([CH3:12])[CH3:11])=[CH:23][CH:22]=3)[N:7]=[C:8]([Cl:9])[N:1]=2)=[CH:16][CH:15]=1)([CH3:13])([CH3:12])[CH3:11] |f:1.2|. Procedure: 1-bromo-4-tert-butylbenzene (125 g, 587 mmol) and tetrahydrofuran (470 mL) were charged into a reaction vessel in an argon stream and cooled to −70° C. A n-butyllithium/hexane solution (1.6 M, 367 mL, 587 mmol) was added dropwise thereto at −70° C. over 90 minutes. After the completion of dropwise addition, the mixture was stirred at −70° C. for 2 hours to obtain a 4-tert-butylphenyllithium/THF solution. Cyanuric chloride (50.8 g, 276 mmol) and tetrahydrofuran (463 mL) were charged into another ... Starting materials: BrCCCC1=CC=C(C(=O)O)C=C1 (p-(3-bromopropyl)benzoic acid), C1=CC=CC=C1 (benzene), C(C)O (ethanol), S(O)(O)(=O)=O (sulfuric acid). Run in O (water), O (water). Reaction conditions: time 23 hour. The product is BrCCCC1=CC=C(C(=O)OCC)C=C1 (Ethyl p-(3-Bromopropyl)benzoate). As a reaction SMILES: [Br:1][CH2:2][CH2:3][CH2:4][C:5]1[CH:13]=[CH:12][C:8]([C:9]([OH:11])=[O:10])=[CH:7][CH:6]=1.[CH:14]1C=CC=C[CH:15]=1.C(O)C.S(=O)(=O)(O)O>O>[Br:1][CH2:2][CH2:3][CH2:4][C:5]1[CH:13]=[CH:12][C:8]([C:9]([O:11][CH2:14][CH3:15])=[O:10])=[CH:7][CH:6]=1. Procedure: A mixture of p-(3-bromopropyl)benzoic acid (100.8 g.; 0.41 mole), benzene (290 ml.), ethanol (60 ml.) and concentrated sulfuric acid (1.4 ml.) is heated under reflux under a Dean and Stark constant water separator until the evolution of water ceases. The time required is 23 hours. Reactants: Cl (hydrochloric acid), BrC=1C=C(C=C(C1OC)Br)C(=O)N1C2=C(OCC1)N=CC(=C2)C2=C1C=CNC1=CC=C2 ((3,5-dibromo-4-methoxy-phenyl)-[7-(1H-indol-4-yl)-2,3-dihydro-pyrido[2,3-b][1,4]oxazin-1-yl]-methanone), [Br-].[Li+] (lithium bromide), N1CCNCC1 (piperazine). The solvent is CN(C=O)C (N,N-dimethyl formamide), O (water). Conditions: temperature 100 celsius, time 2 hour. The product is BrC=1C=C(C=C(C1O)Br)C(=O)N1C2=C(OCC1)N=CC(=C2)C2=C1C=CNC1=CC=C2 ((3,5-dibromo-4-hydroxy-phenyl)-[7-(1H-indol-4-yl)-2,3-dihydro-pyrido[2,3-b][1,4]oxazin-1-yl]-methanone). Yield: 63.3%. Reaction SMILES: [Br:1][C:2]1[CH:3]=[C:4]([C:11]([N:13]2[CH2:18][CH2:17][O:16][C:15]3[N:19]=[CH:20][C:21]([C:23]4[CH:31]=[CH:30][CH:29]=[C:28]5[C:24]=4[CH:25]=[CH:26][NH:27]5)=[CH:22][C:14]2=3)=[O:12])[CH:5]=[C:6]([Br:10])[C:7]=1[O:8]C.[Br-].[Li+].N1CCNCC1.Cl>CN(C)C=O.O>[Br:1][C:2]1[CH:3]=[C:4]([C:11]([N:13]2[CH2:18][CH2:17][O:16][C:15]3[N:19]=[CH:20][C:21]([C:23]4[CH:31]=[CH:30][CH:29]=[C:28]5[C:24]=4[CH:25]=[CH:26][NH:27]5)=[CH:22][C:14]2=3)=[O:12])[CH:5]=[C:6]([Br:10])[C:7]=1[OH:8] |f:1.2|. Procedure details: In a 10 ml flask, (3,5-dibromo-4-methoxy-phenyl)-[7-(1H-indol-4-yl)-2,3-dihydro-pyrido[2,3-b][1,4]oxazin-1-yl]-methanone (124 mg, 0.23 mmol), lithium bromide (246 mg, 2.83 mmol) and piperazine (29 mg, 0.34 mmol) were dissolved in 5 ml of N,N-dimethyl formamide (DMF), and then stirred at 100° C. for 2 hours. After completion of the reaction by adding water dropwise, the mixture was adjusted to weak acidic condition (pH=6) with 1N hydrochloric acid. The formed solid was filtered and washed with di...